Dataset: the Open Reaction Database (ORD), a public repository of structured organic reaction records. Task: describe an organic reaction: reactants, conditions, products, and yield The reactants are CC([O-])=S, CS(=O)(=O)OC1CN(c2nc(CNC(=O)OCc3ccc([N+](=O)[O-])cc3)cs2)C1, CN(C)C=O, [K+]. Yields the product CC(=O)SC1CN(c2nc(CNC(=O)OCc3ccc([N+](=O)[O-])cc3)cs2)C1. RXN SMILES: [C:30]([CH3:31])(=[S:32])[O-:33].[CH3:1][S:2]([O:3][CH:6]1[CH2:7][N:8]([c:10]2[s:11][cH:12][c:13]([CH2:15][NH:16][C:17](=[O:18])[O:19][CH2:20][c:21]3[cH:22][cH:23][c:24]([N+:27](=[O:28])[O-:29])[cH:25][cH:26]3)[n:14]2)[CH2:9]1)(=[O:4])=[O:5].[CH3:35][N:36]([CH3:37])[CH:38]=[O:39].[K+:34]>>[CH:6]1([S:32][C:30]([CH3:31])=[O:33])[CH2:7][N:8]([c:10]2[s:11][cH:12][c:13]([CH2:15][NH:16][C:17](=[O:18])[O:19][CH2:20][c:21]3[cH:22][cH:23][c:24]([N+:27](=[O:28])[O-:29])[cH:25][cH:26]3)[n:14]2)[CH2:9]1. Starting materials: S1C(=CC=C1)CC(=O)NC1[C@@H]2N(C(=C(CS2)C(C)OC(C)=O)C(=O)OC(C2=CC=CC=C2)C2=CC=CC=C2)C1=O (benzhydryl 7-(2-thienylacetamido)-3-(1-acetoxyethyl)-3-cephem-4-carboxylate), CCCCCCC (n-heptane), C1(=CC=CC=C1)OC (anisole), FC(C(=O)O)(F)F (trifluoroacetic acid). Run in CC(=O)C (acetone). Run at temperature 5 celsius. Yields the product S1C(=CC=C1)CC(=O)NC1[C@@H]2N(C(=C(CS2)C(C)OC(C)=O)C(=O)O)C1=O (7-(2-Thienylacetamido)-3-(1-acetoxyethyl)-3-cephem-4-carboxylic acid). Yield: 40.5%. Reaction SMILES: [S:1]1[CH:5]=[CH:4][CH:3]=[C:2]1[CH2:6][C:7]([NH:9][CH:10]1[C:39](=[O:40])[N:12]2[C:13]([C:23]([O:25]C(C3C=CC=CC=3)C3C=CC=CC=3)=[O:24])=[C:14]([CH:17]([O:19][C:20](=[O:22])[CH3:21])[CH3:18])[CH2:15][S:16][C@H:11]12)=[O:8].C1(OC)C=CC=CC=1.FC(F)(F)C(O)=O.CCCCCCC>CC(C)=O>[S:1]1[CH:5]=[CH:4][CH:3]=[C:2]1[CH2:6][C:7]([NH:9][CH:10]1[C:39](=[O:40])[N:12]2[C:13]([C:23]([OH:25])=[O:24])=[C:14]([CH:17]([O:19][C:20](=[O:22])[CH3:21])[CH3:18])[CH2:15][S:16][C@H:11]12)=[O:8]. Procedure: To a cooled (5° C.), stirred solution of 0.328 g. of benzhydryl 7-(2-thienylacetamido)-3-(1-acetoxyethyl)-3-cephem-4-carboxylate in 1 ml. of anisole was added 1 ml. of cold trifluoroacetic acid. The reaction mixture was allowed to stir with cooling for 20 minutes after which time was added 30 ml. of n-heptane. The reaction mixture was evaporated in vacuo to a low volume, 20 ml. of n-heptane was added, and the resulting mixture was stirred with cooling for five minutes. The solid obtained by filt... Reactants: [F-].[K+] (potassium fluoride), C[Si](C(F)(F)F)(C)C (trimethyl(trifluoromethyl)silane), ClC1=NC=CC2=CC=C(C=C12)I (1-chloro-7-iodoisoquinoline). The reagents and catalysts are [Cu]I (copper(I) iodide). Run in C(C)(=O)OCC (ethyl acetate), CN1CCCC1=O (NMP), CN1CCCC1=O (NMP). Reaction conditions: temperature 120 celsius, time 12 hour. The product is ClC1=NC=CC2=CC=C(C=C12)C(F)(F)F (1-chloro-7-(trifluoromethyl)isoquinoline). Reaction SMILES: [F-].[K+].C[Si](C)(C)[C:5]([F:8])([F:7])[F:6].[Cl:11][C:12]1[C:21]2[C:16](=[CH:17][CH:18]=[C:19](I)[CH:20]=2)[CH:15]=[CH:14][N:13]=1>CN1C(=O)CCC1.C(OCC)(=O)C.[Cu]I>[Cl:11][C:12]1[C:21]2[C:16](=[CH:17][CH:18]=[C:19]([C:5]([F:8])([F:7])[F:6])[CH:20]=2)[CH:15]=[CH:14][N:13]=1 |f:0.1|. Procedure details: Into a 8 mL sealed tube, was placed potassium fluoride (300 mg, 5.17 mmol, 6.00 equiv, 100%), copper(I) iodide (900 mg, 4.66 mmol, 5.50 equiv, 100%), trimethyl(trifluoromethyl)silane (720 mg, 5.07 mmol, 5.00 equiv, 100%), NMP (3 mL, 100%) and a solution of 1-chloro-7-iodoisoquinoline (as prepared in the previous step, 250 mg, 0.86 mmol, 1.00 equiv, 100%) in NMP (1 mL). The reaction mixture was stirred for 12 h at 120° C. in an oil bath. The resulting mixture was diluted with 20 mL of ethyl aceta... The reactants are NC[C@@H](COC1=CC=CC=2NC(NC21)=O)O (4-((2S)-3-amino-2-hydroxy-propoxy)-1,3-dihydro-benzoimidazol-2-one), BrC=1C=C(C=C2C(NC(S2)=O)=O)C=CC1N1CCC(CC1)=O (5-[3-Bromo-4-(4-oxo-piperidine-1-yl)-benzylidene]-thiazolidine-2,4-dione). The product is BrC=1C=C(C=C2C(NC(S2)=O)=O)C=CC1N1CCC(CC1)NC[C@@H](COC1=CC=CC=2NC(NC21)=O)O (5-(3-Bromo-4-{4-[(2S)-2-hydroxy-3-(2-oxo-2,3-dihydro-1H-benzoimidazol-4-yloxy)-propylamino]-piperidine-1-yl}-benzylidene)-thiazolidine-2,4-dione). As a reaction SMILES: [NH2:1][CH2:2][C@H:3]([OH:16])[CH2:4][O:5][C:6]1[C:14]2[NH:13][C:12](=[O:15])[NH:11][C:10]=2[CH:9]=[CH:8][CH:7]=1.[Br:17][C:18]1[CH:19]=[C:20]([CH:29]=[CH:30][C:31]=1[N:32]1[CH2:37][CH2:36][C:35](=O)[CH2:34][CH2:33]1)[CH:21]=[C:22]1[S:26][C:25](=[O:27])[NH:24][C:23]1=[O:28]>>[Br:17][C:18]1[CH:19]=[C:20]([CH:29]=[CH:30][C:31]=1[N:32]1[CH2:37][CH2:36][CH:35]([NH:1][CH2:2][C@H:3]([OH:16])[CH2:4][O:5][C:6]2[C:14]3[NH:13][C:12](=[O:15])[NH:11][C:10]=3[CH:9]=[CH:8][CH:7]=2)[CH2:34][CH2:33]1)[CH:21]=[C:22]1[S:26][C:25](=[O:27])[NH:24][C:23]1=[O:28]. Procedure: The title compound was prepared from 4-((2S)-3-amino-2-hydroxy-propoxy)-1,3-dihydro-benzoimidazol-2-one (U.S. Pat. No. 5,786,356/1998) and 5-[3-bromo-4-(4-oxo-piperidine-1-yl)-benzylidene]-thiazolidine-2,4-dione (which was obtained in Example 58) according to the procedure of Example 63 as an olive green solid; 1H NMR (300 MHz, DMSO-d6) δ 1.66-1.77 (m, 4H), 2.10-2.19 (m, 4H), 2.68-2.76 (m, 2H), 3.07-3.14 (m, 3H), 3.99-4.09 (m, 2H), 5.62 (brs, 1H), 6.58-6.66 (m, 2H), 6.88 (t, J=8.1 Hz, 1H), 7.20-...